describe an organic reaction: reactants, conditions, products, and yield From a dataset of the Open Reaction Database (ORD), a public repository of structured organic reaction records. Reactants: FC1=C(C#N)C(=CC=C1)Cl (2-fluoro-6-chlorobenzonitrile), CC(C)([O-])C.[K+] (potassium t-butoxide), O (water). Solvent: COCCOC (1,2-dimethoxyethane). Yields the product CC(C)(C)OC1=C(C#N)C(=CC=C1)Cl (2-[(1,1-dimethylethyl)oxy]-6-chlorobenzonitrile). Yield: 97.0%. As a reaction SMILES: F[C:2]1[CH:9]=[CH:8][CH:7]=[C:6]([Cl:10])[C:3]=1[C:4]#[N:5].[CH3:11][C:12]([CH3:15])([O-:14])[CH3:13].[K+].O>COCCOC>[CH3:11][C:12]([O:14][C:2]1[CH:9]=[CH:8][CH:7]=[C:6]([Cl:10])[C:3]=1[C:4]#[N:5])([CH3:15])[CH3:13] |f:1.2|. Procedure: To a solution of 2-fluoro-6-chlorobenzonitrile (10.35 g, 66.5 mmol) in 1,2-dimethoxyethane (50 mL) at 0° C. was added potassium t-butoxide (9.06 g, 80.7 mmol). The mixture was slowly allowed to warm to room temperature over 3 h. The reaction was poured into water and extracted with ether (3 times). The organic layers were washed with brine, dried (MgSO4) and concentrated to afford 13.52 g (97%) of 2-[(1,1-dimethylethyl)oxy]-6-chlorobenzonitrile as a pale yellow oil. The reactants are CC=1N=CNC1CSCCN (2-[(4-methyl-1H-imidazol-5-yl)methylthio] ethylamine), C(#N)C=C(OC)OC (1-cyano-2,2-bis(methoxy)ethylene), C(#N)C=C(NCCSCC1=C(N=CN1)C)OC (1-cyano-2-methoxy-2-{2-[(4-methyl-1H-imidazol-5-yl)methylthio]ethylamino}ethylene), C(C#C)N (propargylamine). The product is C(#N)C=C(NCCSCC1=C(N=CN1)C)NCC#C (1-Cyano-2-(2-propynylamino)-2-{2-[(4-methyl-1H-imidazol-5-yl)methylthio]ethylamino}ethylene). RXN SMILES: C[C:2]1[N:3]=CN[C:6]=1[CH2:7]SCCN.C(C=C(OC)OC)#N.[C:20]([CH:22]=[C:23](OC)[NH:24][CH2:25][CH2:26][S:27][CH2:28][C:29]1[NH:33][CH:32]=[N:31][C:30]=1[CH3:34])#[N:21].C(N)C#C>>[C:20]([CH:22]=[C:23]([NH:3][CH2:2][C:6]#[CH:7])[NH:24][CH2:25][CH2:26][S:27][CH2:28][C:29]1[NH:33][CH:32]=[N:31][C:30]=1[CH3:34])#[N:21]. Procedure: When 2-[(4-methyl-1H-imidazol-5-yl)methylthio] ethylamine is reacted with 1-cyano-2,2-bis(methoxy)ethylene according to the procedure of Example 6, Step A, and the resultant 1-cyano-2-methoxy-2-{2-[(4-methyl-1H-imidazol-5-yl)methylthio]ethylamino}ethylene is treated with propargylamine by the procedure of Example 6, Step B, the title compound is produced. Starting materials: COC=1C=C(OC[C@H]2[C@@](CC[C@H]3C(CCC[C@]23C)(C)C)(O)C)C=C(C1)OC ((1S,2R,4aS,8aS)-1-(3,5-dimethoxyphenoxymethyl)-2,5,5,8a-tetramethyl-decahydronaphthalen-2-ol), Cl[Sn](Cl)(Cl)Cl (SnCl4). Solvent: C(Cl)Cl (CH2Cl2), C(Cl)Cl (CH2Cl2). Reaction conditions: temperature -78 celsius. The product is COC1=C2[C@@]3(CC[C@H]4C(CCC[C@@]4([C@H]3COC2=CC(=C1)OC)C)(C)C)C ((1R,10R,11S,16S)-3,5-dimethoxy-1,11,15,15-tetramethyl-8-oxatetracyclo[8.8.0.02,7.011,16]octadeca-2,4,6-triene). Reaction SMILES: [CH3:1][O:2][C:3]1[CH:4]=[C:5]([CH:23]=[C:24]([O:26][CH3:27])[CH:25]=1)[O:6][CH2:7][C@@H:8]1[C@:17]2([CH3:18])[C@H:12]([C:13]([CH3:20])([CH3:19])[CH2:14][CH2:15][CH2:16]2)[CH2:11][CH2:10][C@@:9]1([CH3:22])O.Cl[Sn](Cl)(Cl)Cl>C(Cl)Cl>[CH3:27][O:26][C:24]1[CH:25]=[C:3]([O:2][CH3:1])[CH:4]=[C:5]2[C:23]=1[C@@:9]1([CH3:22])[C@H:8]([CH2:7][O:6]2)[C@:17]2([CH3:18])[C@H:12]([C:13]([CH3:20])([CH3:19])[CH2:14][CH2:15][CH2:16]2)[CH2:11][CH2:10]1. Procedure: To a solution of (1S,2R,4aS,8aS)-1-(3,5-dimethoxyphenoxymethyl)-2,5,5,8a-tetramethyl-decahydronaphthalen-2-ol (37) (0.68 g, 1.8 mmol) in CH2Cl2 (20 mL), cooled to −78° C., a solution of SnCl4 (1 mL, 8 mmol) in CH2Cl2 (10 mL) was added dropwise. The temperature was maintained at −78° C. for 4 h then the mixture was allowed to warm to room temperature overnight. The reaction was quenched with saturated aqueous sodium bicarbonate (50 mL). The organic layer was separated, dried (Na2SO4) and concentr... Reactants: SiO2, CC1(CC(=O)CC(=O)C1)C (dimedone), C1(=CC=CC=C1)C1=CC=C(S1)C=O (5-phenyl-2-thiophenecarboxaldehyde), C(CC)CC(CC(=O)OCC)=O (ethyl propylacetoacetate), C(C)(=O)[O-].[NH4+] (ammonium acetate). Run in C(C)(=O)OCC (ethyl acetate), C(C)O (ethanol), hexanes. Product: CC1(CC(C=2C(C(=C(NC2C1)CCC)C(=O)OCC)C=1SC(=CC1)C1=CC=CC=C1)=O)C (ethyl 7,7-dimethyl-5-oxo-4-(5-phenylthiophen-2-yl)-2-propyl-1,4,5,6,7,8-hexahydroquinoline-3-carboxylate). Yield: 68.5%. RXN SMILES: [CH3:1][C:2]1([CH3:10])[CH2:9][C:7](=[O:8])[CH2:6][C:4](=O)[CH2:3]1.[C:11]1([C:17]2[S:21][C:20]([CH:22]=O)=[CH:19][CH:18]=2)[CH:16]=[CH:15][CH:14]=[CH:13][CH:12]=1.[CH2:24]([CH2:27][C:28](=O)[CH2:29][C:30]([O:32][CH2:33][CH3:34])=[O:31])[CH2:25]C.C([O-])(=O)C.[NH4+:40]>C(O)C.C(OCC)(=O)C>[CH3:10][C:2]1([CH3:1])[CH2:3][C:4]2[NH:40][C:28]([CH2:27][CH2:24][CH3:25])=[C:29]([C:30]([O:32][CH2:33][CH3:34])=[O:31])[CH:22]([C:20]3[S:21][C:17]([C:11]4[CH:12]=[CH:13][CH:14]=[CH:15][CH:16]=4)=[CH:18][CH:19]=3)[C:6]=2[C:7](=[O:8])[CH2:9]1 |f:3.4|. Reported procedure: To a solution of dimedone (0.70 g, 5.0 mmole) in hot ethanol (15 ml) was added 5-phenyl-2-thiophenecarboxaldehyde (0.940 g, 5.0 mmole), ethyl propylacetoacetate (0.80 ml, 5.0 mmole) and lastly ammonium acetate (0.770 g, 10.0 mmole). The mixture was held at reflux for 48 h. No precipitate was observed. The ethanol was removed in vacuo to provide a crude viscous material which was subjected to a 100 g SiO2 flash column using 40% ethyl acetate:hexanes as eluent. The desired product (1.54 g, 68%) wa...